Dataset: the Open Reaction Database (ORD), a public repository of structured organic reaction records. Task: describe an organic reaction: reactants, conditions, products, and yield The reagents and catalysts are CC(C)(C)c1ccc(-c2ccc(C(C)(C)C)cc2)cc1 (4,4'-di-tert-butylbiphenyl), CC(C)(C)C(=O)[O-].[K+] (KOPiv), Cl[Pd]CC=C.C=CC[Pd]Cl ([Pd(allyl)Cl]2), CN(C)c1ccc(P(C2CCCCC2)C2CCCCC2)cc1 (A-caPhos). Run at temperature 120 celsius, time 24 hour. The yield is 35.8%. Reactants: Brc1ccc2c(ccn2Cc2ccccc2)c1, Cn1cnc(C#N)c1. Yields the product Cn1cnc(C#N)c1-c1ccc2c(ccn2Cc2ccccc2)c1. Solvent: CC(=O)N(C)C (DMA), CC(=O)N(C)C (DMA), CC(=O)N(C)C (DMA). Reactants: crude product, FC(C=O)CN1C(C=NC2=CC=C(C=C12)OC)=O (2-Fluoro-3-(7-methoxy-2-oxoquinoxalin-1(2H)-yl)propanal), NC1CC(N(C1)C=1C=CC2=C(NC(CO2)=O)C1)=O (6-(4-amino-2-oxopyrrolidin-1-yl)-2H-1,4-benzoxazin-3(4H)-one), C(C)(=O)O (Acetic acid), S(=O)(=O)([O-])[O-].[Na+].[Na+] (sodium sulfate), C(C)(=O)O[BH-](OC(C)=O)OC(C)=O.[Na+] (Sodium triacetoxyborohydride). The solvent is ClCCl (dichloromethane), CN(C=O)C (N,N-dimethylformamide). Conditions: time 14 hour. Yields the product FC(CNC1CC(N(C1)C=1C=CC2=C(NC(CO2)=O)C1)=O)CN1C(C=NC2=CC=C(C=C12)OC)=O (6-(4-{[2-Fluoro-3-(7-methoxy-2-oxoquinoxalin-1(2H)-yl)propyl]amino}-2-oxopyrrolidin-1-yl)-2H-1,4-benzoxazin-3(4H)-one). The yield is 17.5%. As a reaction SMILES: [F:1][CH:2]([CH2:5][N:6]1[C:15]2[C:10](=[CH:11][CH:12]=[C:13]([O:16][CH3:17])[CH:14]=2)[N:9]=[CH:8][C:7]1=[O:18])[CH:3]=O.[NH2:19][CH:20]1[CH2:24][N:23]([C:25]2[CH:26]=[CH:27][C:28]3[O:33][CH2:32][C:31](=[O:34])[NH:30][C:29]=3[CH:35]=2)[C:22](=[O:36])[CH2:21]1.C(O)(=O)C.S([O-])([O-])(=O)=O.[Na+].[Na+].C(O[BH-](OC(=O)C)OC(=O)C)(=O)C.[Na+]>ClCCl.CN(C)C=O>[F:1][CH:2]([CH2:5][N:6]1[C:15]2[C:10](=[CH:11][CH:12]=[C:13]([O:16][CH3:17])[CH:14]=2)[N:9]=[CH:8][C:7]1=[O:18])[CH2:3][NH:19][CH:20]1[CH2:24][N:23]([C:25]2[CH:26]=[CH:27][C:28]3[O:33][CH2:32][C:31](=[O:34])[NH:30][C:29]=3[CH:35]=2)[C:22](=[O:36])[CH2:21]1 |f:3.4.5,6.7|. Procedure details: A crude product of 2-Fluoro-3-(7-methoxy-2-oxoquinoxalin-1(2H)-yl)propanal (196 mg) and 6-(4-amino-2-oxopyrrolidin-1-yl)-2H-1,4-benzoxazin-3(4H)-one (Reference Example 6; 147 mg, 0.595 mmol) were dissolved in a mixed solution of dichloromethane (20 ml) and N,N-dimethylformamide (2 ml). Acetic acid (0.068 ml, 1.190 mmol) and anhydrous sodium sulfate (300 mg) were added to the solution at room temperature and the mixture was stirred for 14 hours. Sodium triacetoxyborohydride (252 mg, 1.190 mmol) w... The reactants are Intermediate 3, IC1=C(N=C2N(C3=C(N2C1=O)C=CC=C3)C)C (3-Iodo-2,10-dimethylpyrimido[1,2-a]benzimidazol-4(10H)-one), intermediate, FC(OC1=CC=C(C=C1)B(O)O)(F)F (4-trifluoromethoxyphenyl boronic acid), Pd[(C6H5)3P]4, C(=O)([O-])[O-].[Na+].[Na+] (Na2CO3), C(C)O (ethanol). Run in C1(=CC=CC=C1)C (toluene), O (water). Yields the product CC=1N=C2N(C3=C(N2C(C1C1=CC=C(C=C1)OC(F)(F)F)=O)C=CC=C3)C (2,10-Dimethyl-3-[4-(trifluoromethoxy)phenyl]pyrimido[1,2-a]benzimidazol-4(10H)-one). RXN SMILES: I[C:2]1[C:10](=[O:11])[N:9]2[C:5]([N:6]([CH3:16])[C:7]3[CH:15]=[CH:14][CH:13]=[CH:12][C:8]=32)=[N:4][C:3]=1[CH3:17].[F:18][C:19]([F:31])([F:30])[O:20][C:21]1[CH:26]=[CH:25][C:24](B(O)O)=[CH:23][CH:22]=1.C([O-])([O-])=O.[Na+].[Na+].C(O)C>C1(C)C=CC=CC=1.O>[CH3:17][C:3]1[N:4]=[C:5]2[N:9]([C:10](=[O:11])[C:2]=1[C:24]1[CH:23]=[CH:22][C:21]([O:20][C:19]([F:18])([F:30])[F:31])=[CH:26][CH:25]=1)[C:8]1[CH:12]=[CH:13][CH:14]=[CH:15][C:7]=1[N:6]2[CH3:16] |f:2.3.4|. Procedure: A solution of Step 3 intermediate (1.2 g, 3.512 mmol), 4-trifluoromethoxyphenyl boronic acid (0.864 g, 4.212 mmol), Pd[(C6H5)3P]4 (0.161 g, 1.420 mmol), Na2CO3 (2.32 g) was reacted together in a mixture of toluene (20 ml), ethanol (5 ml) and water (5 ml) according to the procedure outlined in Step 3, Intermediate 3 to afford the desired compound: 1H NMR (300 MHz, DMSO-d6) δ 2.24 (s, 3H), 3.78 (s, 3H), 7.33-7.46 (m, 4H), 7.52-7.57 (m, 1H), 7.68-7.71 (m, 1H), 8.40-8.43 (s, 1H); ESI-MS (m/z) 374.62... The reactants are FC1=C(C#N)C=CC(=C1)O (2-fluoro-4-hydroxy-benzonitrile), FC=1C=C(CBr)C=CC1 (3-fluorobenzyl bromide), C([O-])([O-])=O.[K+].[K+] (potassium carbonate). The solvent is CC(=O)C (acetone). Product: FC1=C(C#N)C=CC(=C1)OCC1=CC(=CC=C1)F (2-Fluoro-4-(3-fluoro-benzyloxy)-benzonitrile). The yield is 100.3%. Reaction SMILES: [F:1][C:2]1[CH:9]=[C:8]([OH:10])[CH:7]=[CH:6][C:3]=1[C:4]#[N:5].[F:11][C:12]1[CH:13]=[C:14]([CH:17]=[CH:18][CH:19]=1)[CH2:15]Br.C(=O)([O-])[O-].[K+].[K+]>CC(C)=O>[F:1][C:2]1[CH:9]=[C:8]([O:10][CH2:15][C:14]2[CH:17]=[CH:18][CH:19]=[C:12]([F:11])[CH:13]=2)[CH:7]=[CH:6][C:3]=1[C:4]#[N:5] |f:2.3.4|. Procedure: A mixture of 2-fluoro-4-hydroxy-benzonitrile (15.0 g, 109 mmol), 3-fluorobenzyl bromide (22.7 g, 120 mmol) and potassium carbonate (18.1 g, 131 mmol) in dry acetone (250 mL) was heated under reflux for 4 h. After cooling to room temperature the mixture was filtered and the filtrate was evaporated to leave an off-white solid which was washed with hexane to afford the title compound (26.8 g, 100%) as a white solid. MS: m/e=245.2 (M+). Starting materials: ethanol-ether, C(CCC)(=O)C=1C=C(C(=C(C(=O)[O-])C1)OC)C (5-butanoyl-2-methoxy-methylbenzoate), C(C)N(CC)CCN (diethylaminoethylamine), oily product. Reaction conditions: temperature 100 celsius. Yields the product C(C)N(CCNC(C1=C(C=CC(=C1)C(CCC)=O)OC)=O)CC (N(2-diethylaminoethyl)-5-butanoyl-2-methoxybenzamide). RXN SMILES: [C:1]([C:6]1[CH:7]=[C:8](C)[C:9]([O:15][CH3:16])=[C:10]([CH:14]=1)[C:11]([O-:13])=O)(=[O:5])[CH2:2][CH2:3][CH3:4].[CH2:18]([N:20]([CH2:23][CH2:24][NH2:25])[CH2:21][CH3:22])[CH3:19]>>[CH2:18]([N:20]([CH2:21][CH3:22])[CH2:23][CH2:24][NH:25][C:11](=[O:13])[C:10]1[CH:14]=[C:6]([C:1](=[O:5])[CH2:2][CH2:3][CH3:4])[CH:7]=[CH:8][C:9]=1[O:15][CH3:16])[CH3:19]. Procedure: In a flask equipped with a Dean-Stark device, there are introduced 10 g of the ester obtained in Example 3 and 10 g of diethylaminoethylamine and the mixture is heated to 100° C. for 3 hours. There are thus obtained 10.3 g of an oily product which is converted to hydrochlorate in the ethanol-ether mixture. The product obtained has a melting point of 155° C. Reactants: II (iodine), [Mg] (magnesium), O1CCCC1 (tetrahydrofuran), BrC1=CC=C(C=C1)OC (4-bromoanisole). Run at temperature 65 celsius, time 1 hour. The product is CO[Mg]C1=CC=CC=C1.[Br-] (methoxyphenylmagnesiumbromide). RXN SMILES: [Mg:1].II.[Br:4][C:5]1[CH:10]=[CH:9][C:8](OC)=[CH:7][CH:6]=1.[O:13]1[CH2:17]CCC1>>[CH3:17][O:13][Mg:1][C:5]1[CH:6]=[CH:7][CH:8]=[CH:9][CH:10]=1.[Br-:4] |f:4.5|. Reported procedure: A suspension of magnesium turnings (268 g; 11.02 moles--Janssen) in tetrahydrofuran (2695 g) was heated at 65° C. under stirring and under nitrogen. Then, iodine (2.7 g) and, after 30 minutes, 4-bromoanisole (2000 g; 10.69 moles), in 1 hour, were added to the reaction mixture. At the end of the addition, the reaction mixture was kept at 75° C. for 1 hour and, then, decanted obtaining a solution of methoxyphenylmagnesiumbromide (solution A).